This data is from the Open Reaction Database (ORD), a public repository of structured organic reaction records. The task is: describe an organic reaction: reactants, conditions, products, and yield The reactants are CC(C)C(=O)Nc1cccc(C2CCNCC2)c1, COc1ccc(-c2n[nH]cc2C=O)cc1. Yields the product COc1ccc(-c2n[nH]cc2CN2CCC(c3cccc(NC(=O)C(C)C)c3)CC2)cc1. Reaction SMILES: [CH3:16][CH:17]([C:18](=[O:19])[NH:20][c:21]1[cH:22][c:23]([CH:27]2[CH2:28][CH2:29][NH:30][CH2:31][CH2:32]2)[cH:24][cH:25][cH:26]1)[CH3:33].[CH3:1][O:2][c:3]1[cH:4][cH:5][c:6](-[c:9]2[n:10][nH:11][cH:12][c:13]2[CH:14]=[O:15])[cH:7][cH:8]1>>[CH3:1][O:2][c:3]1[cH:4][cH:5][c:6](-[c:9]2[n:10][nH:11][cH:12][c:13]2[CH2:14][N:30]2[CH2:29][CH2:28][CH:27]([c:23]3[cH:22][c:21]([NH:20][C:18]([CH:17]([CH3:16])[CH3:33])=[O:19])[cH:26][cH:25][cH:24]3)[CH2:32][CH2:31]2)[cH:7][cH:8]1. The reactants are FC=1C=C(C=C(C1NS(=O)(=O)C)F)C(C)NC(=O)C=1N=C(OC1)Cl (2-Chloro-oxazole-4-carboxylic acid [1-(3,5-difluoro-4-methanesulfonylamino-phenyl)-ethyl]-amide), N1CCCC2CCCCC12 (decahydroquinoline). The product is FC=1C=C(C=C(C1NS(=O)(=O)C)F)C(C)NC(=O)C=1N=C(OC1)N1CCCC2CCCCC12 (2-(Octahydro-quinolin-1-yl)-oxazole-4-carboxylic acid [1-(3,5-difluoro-4-methanesulfonylamino-phenyl)-ethyl]-amide). The yield is 90.9%. RXN SMILES: [F:1][C:2]1[CH:3]=[C:4]([CH:14]([NH:16][C:17]([C:19]2[N:20]=[C:21](Cl)[O:22][CH:23]=2)=[O:18])[CH3:15])[CH:5]=[C:6]([F:13])[C:7]=1[NH:8][S:9]([CH3:12])(=[O:11])=[O:10].[NH:25]1[CH:34]2[CH:29]([CH2:30][CH2:31][CH2:32][CH2:33]2)[CH2:28][CH2:27][CH2:26]1>>[F:1][C:2]1[CH:3]=[C:4]([CH:14]([NH:16][C:17]([C:19]2[N:20]=[C:21]([N:25]3[CH:34]4[CH:29]([CH2:30][CH2:31][CH2:32][CH2:33]4)[CH2:28][CH2:27][CH2:26]3)[O:22][CH:23]=2)=[O:18])[CH3:15])[CH:5]=[C:6]([F:13])[C:7]=1[NH:8][S:9]([CH3:12])(=[O:11])=[O:10]. Procedure: 2-Chloro-oxazole-4-carboxylic acid [1-(3,5-difluoro-4-methanesulfonylamino-phenyl)-ethyl]-amide (50 mg, 0.13 mmol) was reacted with decahydroquinoline (26 mg, 0.26 mmol) to give the title compound (57 mg, 90%) after purification by column chromatography (gradient 12% to 100% EtOAc in n-hexane). The reactants are O=C([O-])[O-], CI, CN(C)C=O, Cl, COc1ccc(Cn2c(=O)cc(C(F)(F)F)[nH]c2=O)cc1, [K+], [K+]. Reaction SMILES: [C:22](=[O:23])([O-:24])[O-:25].[CH3:28][I:29].[CH3:31][N:32]([CH3:33])[CH:34]=[O:35].[ClH:30].[F:1][C:2]([c:3]1[cH:4][c:5](=[O:19])[n:6]([CH2:10][c:11]2[cH:12][cH:13][c:14]([O:17][CH3:18])[cH:15][cH:16]2)[c:7](=[O:9])[nH:8]1)([F:20])[F:21].[K+:26].[K+:27]>>[F:1][C:2]([c:3]1[cH:4][c:5](=[O:19])[n:6]([CH2:10][c:11]2[cH:12][cH:13][c:14]([O:17][CH3:18])[cH:15][cH:16]2)[c:7](=[O:9])[n:8]1[CH3:22])([F:20])[F:21]. Yields the product COc1ccc(Cn2c(=O)cc(C(F)(F)F)n(C)c2=O)cc1. The reactants are CN(C)S(=O)(=O)CCNc1cccnc1C#N, CO, O. The product is COC(=O)c1ncccc1NCCS(=O)(=O)N(C)C. Reaction SMILES: [C:1](#[N:2])[c:3]1[n:4][cH:5][cH:6][cH:7][c:8]1[NH:9][CH2:10][CH2:11][S:12](=[O:13])(=[O:14])[N:15]([CH3:16])[CH3:17].[CH3:19][OH:20].[OH2:18]>>[C:1]([c:3]1[n:4][cH:5][cH:6][cH:7][c:8]1[NH:9][CH2:10][CH2:11][S:12](=[O:13])(=[O:14])[N:15]([CH3:16])[CH3:17])(=[O:18])[O:20][CH3:19]. The reactants are O=[N+]([O-])c1ccc(-c2ccccc2S(=O)(=O)c2ccccc2-c2ccc([N+](=O)[O-])cc2)cc1, [Na+], O=[N+]([O-])c1ccccc1, O, [S-]c1ccccc1. Yields the product O=[N+]([O-])c1ccc(-c2ccccc2Sc2ccccc2-c2ccc([N+](=O)[O-])cc2)cc1. Reaction SMILES: [N+:1](=[O:2])([O-:3])[c:4]1[cH:5][cH:6][c:7](-[c:10]2[c:11]([S:16](=[O:17])(=[O:18])[c:19]3[c:20](-[c:25]4[cH:26][cH:27][c:28]([N+:31](=[O:32])[O-:33])[cH:29][cH:30]4)[cH:21][cH:22][cH:23][cH:24]3)[cH:12][cH:13][cH:14][cH:15]2)[cH:8][cH:9]1.[Na+:50].[O-:34][N+:35]([c:36]1[cH:37][cH:38][cH:39][cH:40][cH:41]1)=[O:42].[OH2:51].[c:43]1([S-:44])[cH:45][cH:46][cH:47][cH:48][cH:49]1>>[N+:1](=[O:2])([O-:3])[c:4]1[cH:5][cH:6][c:7](-[c:10]2[c:11]([S:16][c:19]3[c:20](-[c:25]4[cH:26][cH:27][c:28]([N+:31](=[O:32])[O-:33])[cH:29][cH:30]4)[cH:21][cH:22][cH:23][cH:24]3)[cH:12][cH:13][cH:14][cH:15]2)[cH:8][cH:9]1. Reactants: CC(C)(C)OC(=O)N1CCN(C(=O)c2ccccc2C(=O)O)CC1, CI, [K+], [K+], O=C([O-])[O-], CN(C)C=O, O. Yields the product COC(=O)c1ccccc1C(=O)N1CCN(C(=O)OC(C)(C)C)CC1. Reaction SMILES: [C:9]([CH3:10])([CH3:11])([CH3:12])[O:13][C:14](=[O:15])[N:16]1[CH2:17][CH2:18][N:19]([C:22]([c:23]2[c:24]([C:29](=[O:30])[OH:31])[cH:25][cH:26][cH:27][cH:28]2)=[O:32])[CH2:20][CH2:21]1.[CH3:7][I:8].[K+:1].[K+:2].[O-:3][C:4]([O-:5])=[O:6].[O:33]=[CH:34][N:35]([CH3:36])[CH3:37].[OH2:38]>>[CH3:4][O:31][C:29]([c:24]1[c:23]([C:22]([N:19]2[CH2:18][CH2:17][N:16]([C:14]([O:13][C:9]([CH3:10])([CH3:11])[CH3:12])=[O:15])[CH2:21][CH2:20]2)=[O:32])[cH:28][cH:27][cH:26][cH:25]1)=[O:30]. Starting materials: S=C(c1ncc[nH]1)c1ncc[nH]1, CN(C)C=O, CCC(C)N1CCN(c2ccc(N)cc2)CC1. Product: CCC(C)N1CCN(c2ccc(N=C=S)cc2)CC1. As a reaction SMILES: [C:18](=[S:19])([c:20]1[nH:21][cH:22][cH:23][n:24]1)[c:25]1[nH:26][cH:27][cH:28][n:29]1.[CH3:30][N:31]([CH3:32])[CH:33]=[O:34].[CH:1]([CH3:2])([CH2:3][CH3:4])[N:5]1[CH2:6][CH2:7][N:8]([c:11]2[cH:12][cH:13][c:14]([NH2:17])[cH:15][cH:16]2)[CH2:9][CH2:10]1>>[CH:1]([CH3:2])([CH2:3][CH3:4])[N:5]1[CH2:6][CH2:7][N:8]([c:11]2[cH:12][cH:13][c:14]([N:17]=[C:18]=[S:19])[cH:15][cH:16]2)[CH2:9][CH2:10]1. Starting materials: [Cl-].[NH4+] (ammonium chloride), NC1=NC(=NC(=C1OC1=C(C=CC=C1)OC)OCCOC1=NC=C(C=N1)Br)N1CCOCC1 (4-amino-6-[2-(5-bromopyrimidin-2-yloxy)ethoxy]-5-(2-methoxyphenoxy)-2-morpholinopyrimidine), [H-].[Na+] (sodium hydride), S1C(=CC=C1)S(=O)(=O)Cl (2-thiophenesulfonyl chloride). Solvent: O1CCCC1 (tetrahydrofuran). Conditions: time 20 minute. The product is BrC=1C=NC(=NC1)OCCOC1=C(C(=NC(=N1)N1CCOCC1)NS(=O)(=O)C=1SC=CC1)OC1=C(C=CC=C1)OC (N-{6-[2-(5-Bromopyrimidin-2-yloxy)ethoxy]-5-(2-methoxyphenoxy)-2-morpholinopyrimidin-4-yl}-2-thiophenesulfonamide). Isolated yield 17.9%. Reaction SMILES: [NH2:1][C:2]1[C:7]([O:8][C:9]2[CH:14]=[CH:13][CH:12]=[CH:11][C:10]=2[O:15][CH3:16])=[C:6]([O:17][CH2:18][CH2:19][O:20][C:21]2[N:26]=[CH:25][C:24]([Br:27])=[CH:23][N:22]=2)[N:5]=[C:4]([N:28]2[CH2:33][CH2:32][O:31][CH2:30][CH2:29]2)[N:3]=1.[H-].[Na+].[S:36]1[CH:40]=[CH:39][CH:38]=[C:37]1[S:41](Cl)(=[O:43])=[O:42].[Cl-].[NH4+]>O1CCCC1>[Br:27][C:24]1[CH:23]=[N:22][C:21]([O:20][CH2:19][CH2:18][O:17][C:6]2[N:5]=[C:4]([N:28]3[CH2:33][CH2:32][O:31][CH2:30][CH2:29]3)[N:3]=[C:2]([NH:1][S:41]([C:37]3[S:36][CH:40]=[CH:39][CH:38]=3)(=[O:43])=[O:42])[C:7]=2[O:8][C:9]2[CH:14]=[CH:13][CH:12]=[CH:11][C:10]=2[O:15][CH3:16])=[N:26][CH:25]=1 |f:1.2,4.5|. Reported procedure: A mixture of 4-amino-6-[2-(5-bromopyrimidin-2-yloxy)ethoxy]-5-(2-methoxyphenoxy)-2-morpholinopyrimidine (200 mg), sodium hydride (60% dispersion, 46.2 mg) and tetrahydrofuran (6 ml) is stirred at room temperature for 20 minutes. To the mixture is added 2-thiophenesulfonyl chloride (211 mg), and the mixture is stirred for 20 hours. The reaction solution is treated with a saturated aqueous ammonium chloride solution, and extracted with ethyl acetate. The ethyl acetate layer is washed, dried, and e...